From a dataset of the Open Reaction Database (ORD), a public repository of structured organic reaction records. describe an organic reaction: reactants, conditions, products, and yield The reactants are O=C1\C(\C2=C(N1)SC(=C2)C(=O)O)=C/C=2NC=CC2 ((Z)-5,6-dihydro-5-oxo-4-[(1H-pyrrol-2-yl)methylene]-4H-thieno[2,3-b]pyrrole-2-carboxylic acid), ON1N=NC2=C1C=CC=C2 (1-hydroxy-benzotriazole), C(CC)N (propylamine), Cl.CON(CCCN=C=NCC)OC (1-(3-dimethoxyaminopropyl)-3-ethylcarbodiimide hydrochloride), C(C)(C)N(CC)C(C)C (diisopropylethylamine). Solvent: CN(C=O)C (dimethylformamide), C(C)(=O)OCC (ethyl acetate). Product: O=C1\C(\C2=C(N1)SC(=C2)C(=O)NCCC)=C/C=2NC=CC2 ((Z)-5,6-dihydro-5-oxo-N-propyl-4-[(1H-pyrrol-2-yl)methylene]-4H-thieno[2,3-b]pyrrole-2-carboxamide). The yield is 38.7%. Reaction SMILES: [O:1]=[C:2]1[NH:6][C:5]2[S:7][C:8]([C:10]([OH:12])=O)=[CH:9][C:4]=2/[C:3]/1=[CH:13]/[C:14]1[NH:15][CH:16]=[CH:17][CH:18]=1.O[N:20]1[C:24]2C=CC=[CH:28][C:23]=2N=N1.C(N)CC.Cl.CON(OC)CCCN=C=NCC.C(N(C(C)C)CC)(C)C>CN(C)C=O.C(OCC)(=O)C>[O:1]=[C:2]1[NH:6][C:5]2[S:7][C:8]([C:10]([NH:20][CH2:24][CH2:23][CH3:28])=[O:12])=[CH:9][C:4]=2/[C:3]/1=[CH:13]/[C:14]1[NH:15][CH:16]=[CH:17][CH:18]=1 |f:3.4|. Procedure details: A solution of (Z)-5,6-dihydro-5-oxo-4-[(1H-pyrrol-2-yl)methylene]-4H-thieno[2,3-b]pyrrole-2-carboxylic acid (30 mg, 0.12 mmol), 1-hydroxy-benzotriazole (18 mg, 0.13 mmol), propylamine (11 μl, 0.13 mmol), 1-(3-dimethoxyaminopropyl)-3-ethylcarbodiimide hydrochloride (25 mg, 0.13 mmol) and diisopropylethylamine (23 μl, 0.13 mmol) in dimethylformamide (1 ml) was stirred at room temperature for 3 hours then diluted with ethyl acetate and washed with 2M hydrochloric acid, saturated sodium bicarbonate ...